Dataset: the Open Reaction Database (ORD), a public repository of structured organic reaction records. Task: describe an organic reaction: reactants, conditions, products, and yield Reactants: CCS, C1CCC(CC2CO2)CC1, [Cl-], [H-], [NH4+], [Na+], CN(C)C=O. Yields the product CCSCC(O)CC1CCCCC1. As a reaction SMILES: [CH2:1]([CH3:2])[SH:3].[CH:6]1([CH2:12][CH:13]2[O:14][CH2:15]2)[CH2:7][CH2:8][CH2:9][CH2:10][CH2:11]1.[Cl-:16].[H-:5].[NH4+:17].[Na+:4].[O:18]=[CH:19][N:20]([CH3:21])[CH3:22]>>[CH2:1]([CH3:2])[S:3][CH2:15][CH:13]([CH2:12][CH:6]1[CH2:7][CH2:8][CH2:9][CH2:10][CH2:11]1)[OH:14]. Starting materials: C1(=CC=CC=C1)C(C1=CC=CC=C1)OC(=O)C12C(=CC3C2(CC2C(CCC2C1(C3)C=O)C)COC31OC2C(O3)OC(C2OCCCCC)C1O)C(C)C (8a-[[[6-(pentyloxy)tetrahydro-7-hydroxy-2,5-methanofuro[2,3-d]-1,3-dioxol-2-yl]oxy]methyl]-4-formyl-4,4a,5,6,7,7a,8,8a-octahydro-7-methyl-3-(1-methylethyl)-1,4-methano-s-indacene-3a(1H)-carboxylic acid diphenylmethyl ester). Reagents/catalysts: [C].[Pd] (palladium-carbon). The solvent is C(C)(=O)OCC (ethyl acetate). Conditions: time 1 hour. Product: C(CCCC)OC1C2OC3OC(OC31)(C2O)OCC23CC1C(CCC1C1(C3(C(=CC2C1)C(C)C)C(=O)O)C=O)C (8a-[[[6-(pentyloxy)tetrahydro-7-hydroxy-2,5-methanofuro[2,3-d]-1,3-dioxol-2-yl]oxy]methyl]-4-formyl-4,4a,5,6,7,7a,8,8a-octahydro-7-methyl-3-(1-methylethyl)-1,4-methano-s-indacene-3a(1H)-carboxylic acid). Isolated yield 99.4%. As a reaction SMILES: C1(C([O:14][C:15]([C:17]23[C:28]4([CH:30]=[O:31])[CH2:29][CH:20]([C:21]2([CH2:33][O:34][C:35]25[CH:49]([OH:50])[CH:41]6[CH:42]([O:43][CH2:44][CH2:45][CH2:46][CH2:47][CH3:48])[CH:37]([CH:38]([O:40]6)[O:39]2)[O:36]5)[CH2:22][CH:23]2[CH:27]4[CH2:26][CH2:25][CH:24]2[CH3:32])[CH:19]=[C:18]3[CH:51]([CH3:53])[CH3:52])=[O:16])C2C=CC=CC=2)C=CC=CC=1>C(OCC)(=O)C.[C].[Pd]>[CH2:44]([O:43][CH:42]1[CH:37]2[CH:38]3[O:39][C:35]([O:34][CH2:33][C:21]45[CH:20]6[CH2:29][C:28]([CH:30]=[O:31])([C:17]4([C:15]([OH:16])=[O:14])[C:18]([CH:51]([CH3:52])[CH3:53])=[CH:19]6)[CH:27]4[CH:23]([CH:24]([CH3:32])[CH2:25][CH2:26]4)[CH2:22]5)([CH:49]([OH:50])[CH:41]1[O:40]3)[O:36]2)[CH2:45][CH2:46][CH2:47][CH3:48] |f:2.3|. Procedure details: 15 mg of compound (40) was dissolved in 2 ml of ethyl acetate and allowed to react in the presence of a catalytic amount of 10% palladium-carbon under stirring under a hydrogen atmosphere at room temperature for 1 hour. The reaction solution was filtered, and the filtrate was concentrated in vacuo. The reaction product was charged onto a silica gel column (Kieselgel 60, Merck, 1.0φ×30 cm) and eluted with chloroform-methanol (40:1). The fraction containing the desired product was concentrated to ... Reactants: Cl.C(CC)N[C@@H]1CC2=CC=C(C(=C2CC1)OCC1=CC=CC=C1)OCC1=CC=CC=C1 ((S)-N-propyl-5,6-di(phenylmethoxy)-1,2,3,4-tetrahydro-2-naphthylamine hydrochloride), COC1=CC=C(C=C1)SCC(=O)NCCCCCC(=O)O (6-[(4-methoxyphenylthio)acetylamino]hexanoic acid), [N+](=O)([O-])C1=CC=C(C=C1)CC(=O)NCCCCCC(=O)O (6-[(4-nitrophenyl)acetylamino]hexanoic acid), Br.C(CC)N[C@@H]1CC2=CC=C(C(=C2CC1)OC)OC ((S)-N-propyl-5,6-dimethoxy-1,2,3,4-tetrahydro-2-naphthylamine hydrobromide). Yields the product Cl.Cl.C(CC)N(CCCCCCNCCC1=CC=C(C=C1)[N+](=O)[O-])[C@@H]1CC2=CC=C(C(=C2CC1)OCC1=CC=CC=C1)OCC1=CC=CC=C1 ((S)-N-propyl-N-[6-[2-(4-nitrophenyl)ethylamino]hexyl]-5,6-di(phenylmethoxy)-1,2,3,4-tetrahydro-2-naphthylamine dihydrochloride). RXN SMILES: [ClH:1].[CH2:2]([NH:5][C@H:6]1[CH2:15][CH2:14][C:13]2[C:8](=[CH:9][CH:10]=[C:11]([O:24][CH2:25][C:26]3[CH:31]=[CH:30][CH:29]=[CH:28][CH:27]=3)[C:12]=2[O:16][CH2:17][C:18]2[CH:23]=[CH:22][CH:21]=[CH:20][CH:19]=2)[CH2:7]1)[CH2:3][CH3:4].[N+:32]([C:35]1[CH:40]=[CH:39][C:38]([CH2:41][C:42]([NH:44][CH2:45][CH2:46][CH2:47][CH2:48][CH2:49][C:50](O)=O)=O)=[CH:37][CH:36]=1)([O-:34])=[O:33].Br.C(N[C@H]1CCC2C(=CC=C(OC)C=2OC)C1)CC.COC1C=CC(SCC(NCCCCCC(O)=O)=O)=CC=1>>[ClH:1].[ClH:1].[CH2:2]([N:5]([C@H:6]1[CH2:15][CH2:14][C:13]2[C:8](=[CH:9][CH:10]=[C:11]([O:24][CH2:25][C:26]3[CH:31]=[CH:30][CH:29]=[CH:28][CH:27]=3)[C:12]=2[O:16][CH2:17][C:18]2[CH:19]=[CH:20][CH:21]=[CH:22][CH:23]=2)[CH2:7]1)[CH2:50][CH2:49][CH2:48][CH2:47][CH2:46][CH2:45][NH:44][CH2:42][CH2:41][C:38]1[CH:39]=[CH:40][C:35]([N+:32]([O-:34])=[O:33])=[CH:36][CH:37]=1)[CH2:3][CH3:4] |f:0.1,3.4,6.7.8|. Procedure: By working in a way similar to that described in example 18 but by using Intermediate 27, prepared as described in example 14, and Intermediate 10, prepared as described in example 1, instead of (S)-N-propyl-5,6-dimethoxy-1,2,3,4-tetrahydro-2-naphthylamine hydrobromide and of Intermediate 1 respectively, Intermediate 37 was obtained. The reactants are C(C)(C)(C)OC(=O)N1C(OC[C@@H]1\C=C\C1=CC=C(C=C1)[N+](=O)[O-])(C)C ((S)-2,2-dimethyl-4-[(E)-2-(4-nitro-phenyl)-vinyl]-oxazolidine-3-carboxylic acid tert-butyl ester), C(=O)[O-].[NH4+] (ammonium formate). The reagents and catalysts are [Pd] (palladium on charcoal). Run in CO (methanol). Run at temperature 50 celsius. The product is C(C)(C)(C)OC(=O)N1C(OC[C@@H]1CCC1=CC=C(C=C1)N)(C)C ((S)-4-[2-(4-amino-phenyl)-ethyl]-2,2-dimethyl-oxazolidine-3-carboxylic acid tert-butyl ester). The yield is 79.0%. RXN SMILES: [C:1]([O:5][C:6]([N:8]1[C@@H:12](/[CH:13]=[CH:14]/[C:15]2[CH:20]=[CH:19][C:18]([N+:21]([O-])=O)=[CH:17][CH:16]=2)[CH2:11][O:10][C:9]1([CH3:25])[CH3:24])=[O:7])([CH3:4])([CH3:3])[CH3:2].C([O-])=O.[NH4+]>CO.[Pd]>[C:1]([O:5][C:6]([N:8]1[C@@H:12]([CH2:13][CH2:14][C:15]2[CH:16]=[CH:17][C:18]([NH2:21])=[CH:19][CH:20]=2)[CH2:11][O:10][C:9]1([CH3:25])[CH3:24])=[O:7])([CH3:4])([CH3:2])[CH3:3] |f:1.2|. Procedure details: To a stirred suspension of (S)-2,2-dimethyl-4-[(E)-2-(4-nitro-phenyl)-vinyl]-oxazolidine-3-carboxylic acid tert-butyl ester (12.0 g) in methanol (500 ml) were added ammonium formate (32.6 g) and palladium on charcoal (1.83 g, 10 wt %) and the mixture was heated at 50° C. for 1 hour. The mixture was then cooled to room temperature, filtered through celite and the filtrate was concentrated in vacuo. The residue was then taken up in ethyl acetate and washed with water. The phases were separated and... Reactants: FC(C)(F)C1=CC=C(O1)CN1N=C(C=C1)N (1-[5-(1,1-difluoro-ethyl)-furan-2-ylmethyl]-1H-pyrazol-3-ylamine), ClC1=C(C=CC(=C1)Cl)/C=C/C(=O)O ((E)-3-(2,4-dichloro-phenyl)-acrylic acid), 05b. Product: ClC1=C(C=CC(=C1)Cl)/C=C/C(=O)NC1=NN(C=C1)CC=1OC(=CC1)C(C)(F)F ((E)-3-(2,4-Dichloro-phenyl)-N-{1-[5-(1,1-difluoro-ethyl)-furan-2-ylmethyl]-1H-pyrazol-3-yl}-acrylamide). As a reaction SMILES: [F:1][C:2]([C:5]1[O:9][C:8]([CH2:10][N:11]2[CH:15]=[CH:14][C:13]([NH2:16])=[N:12]2)=[CH:7][CH:6]=1)([F:4])[CH3:3].[Cl:17][C:18]1[CH:23]=[C:22]([Cl:24])[CH:21]=[CH:20][C:19]=1/[CH:25]=[CH:26]/[C:27](O)=[O:28]>>[Cl:17][C:18]1[CH:23]=[C:22]([Cl:24])[CH:21]=[CH:20][C:19]=1/[CH:25]=[CH:26]/[C:27]([NH:16][C:13]1[CH:14]=[CH:15][N:11]([CH2:10][C:8]2[O:9][C:5]([C:2]([F:1])([F:4])[CH3:3])=[CH:6][CH:7]=2)[N:12]=1)=[O:28]. Procedure details: Following general procedure B, starting from 1-[5-(1,1-difluoro-ethyl)-furan-2-ylmethyl]-1H-pyrazol-3-ylamine and (E)-3-(2,4-dichloro-phenyl)-acrylic acid. LC-MS-conditions 05b: tR=1.18 min; [M+H]+=425.96. The reactants are BrC1=NC(=CC=C1)Br (2,6-dibromopyridine), solution, [Li]CCCC (n-BuLi), CCCCCC (hexane), O=C1CCN(CCC1)C(=O)OC(C)(C)C (tert-butyl 4-oxoazepane-1-carboxylate). Solvent: O (H2O), CCOCC (Et2O), CCOCC (Et2O). Conditions: temperature -78 celsius, time 30 minute. Product: BrC1=CC=CC(=N1)C1(CCN(CCC1)C(=O)OC(C)(C)C)O (tert-butyl 4-(6-bromopyridin-2-yl)-4-hydroxyazepane-1-carboxylate). The yield is 64.1%. RXN SMILES: Br[C:2]1[CH:7]=[CH:6][CH:5]=[C:4]([Br:8])[N:3]=1.[Li]CCCC.CCCCCC.[O:20]=[C:21]1[CH2:27][CH2:26][CH2:25][N:24]([C:28]([O:30][C:31]([CH3:34])([CH3:33])[CH3:32])=[O:29])[CH2:23][CH2:22]1>CCOCC.O>[Br:8][C:4]1[N:3]=[C:2]([C:21]2([OH:20])[CH2:27][CH2:26][CH2:25][N:24]([C:28]([O:30][C:31]([CH3:33])([CH3:32])[CH3:34])=[O:29])[CH2:23][CH2:22]2)[CH:7]=[CH:6][CH:5]=1. Procedure details: To a solution of 2,6-dibromopyridine (0.2 g, 0.84 mmol) in Et2O (20 mL) at −78° C. was added 2.5 M solution of n-BuLi in hexane (3.7 mL, 0.928 mmol) over 30 min. The mixture was stirred at −78° C. for 30 minutes. To it was dropped tert-butyl 4-oxoazepane-1-carboxylate (180 mg, 084 mmol) in Et2O (20 mL) over 15 minutes. After the mixture was stirred for one hour, to it was added H2O (100 mL). The aqueous layer was extracted with EtOAc (100 mL×2). The combined organic layers were washed with 10% s... Reactants: CC(C)([O-])C.[Na+] (sodium t-butoxide), ClC1=NN(C2=CC=CC=C12)C1=CC(=NC=C1)Cl (3-chloro-1-(2-chloro-pyridin-4-yl)-1H-indazole), C1(=CC=CC=C1)P(C1=C(C2=CC=CC=C2C=C1)C1=C(C=CC2=CC=CC=C12)P(C1=CC=CC=C1)C1=CC=CC=C1)C1=CC=CC=C1 (rac-2,2′-bis(diphenylphosphino)-1,1′-binaphthyl), C[C@@H](C1=CC=CC=C1)N ((S)-(−)-α-methylbenzylamine). Reagents/catalysts: C(C)(=O)[O-].[Pd+2].C(C)(=O)[O-] (palladium acetate). Run in C(Cl)Cl (methylene chloride), C1(=CC=CC=C1)C (toluene). Run at temperature 70 celsius. Product: crude product, ClC1=NN(C2=CC=CC=C12)C1=CC(=NC=C1)N[C@@H](C)C1=CC=CC=C1 ((S)-[4-(3-Chloro-indazol-1-yl)-pyridin-2-yl]-(1-phenyl-ethyl)-amine). Reaction SMILES: [Cl:1][C:2]1[C:10]2[C:5](=[CH:6][CH:7]=[CH:8][CH:9]=2)[N:4]([C:11]2[CH:16]=[CH:15][N:14]=[C:13](Cl)[CH:12]=2)[N:3]=1.C1(P(C2C=CC=CC=2)C2C=CC3C(=CC=CC=3)C=2C2C3C(=CC=CC=3)C=CC=2P(C2C=CC=CC=2)C2C=CC=CC=2)C=CC=CC=1.[CH3:64][C@H:65]([NH2:72])[C:66]1[CH:71]=[CH:70][CH:69]=[CH:68][CH:67]=1.CC(C)([O-])C.[Na+]>C1(C)C=CC=CC=1.C(Cl)Cl.C([O-])(=O)C.[Pd+2].C([O-])(=O)C>[Cl:1][C:2]1[C:10]2[C:5](=[CH:6][CH:7]=[CH:8][CH:9]=2)[N:4]([C:11]2[CH:16]=[CH:15][N:14]=[C:13]([NH:72][C@H:65]([C:66]3[CH:71]=[CH:70][CH:69]=[CH:68][CH:67]=3)[CH3:64])[CH:12]=2)[N:3]=1 |f:3.4,7.8.9|. Procedure: To a solution of 3-chloro-1-(2-chloro-pyridin-4-yl)-1H-indazole (0.29 g, 1.1 mmol) in toluene (6 mL) under nitrogen were added palladium acetate (0.025 g, 0.11 mmol), rac-2,2′-bis(diphenylphosphino)-1,1′-binaphthyl (0.069 g, 0.1 mmol), and (S)-(−)-α-methylbenzylamine (0.18 mL, 1.38 mmol), followed by sodium t-butoxide (0.3 g, 3.1 mmol). The resulting mixture was heated at 70° C. for 1 h, during which TLC and HPLC indicated completion of reaction. After cooling to room temperature, the reaction w... Starting materials: ClC1=CC=C(C=C1)CCS (2-(4-chlorophenyl)ethyl mercaptan), BrC1=CC=C(C=O)C=C1 (4-bromobenzaldehyde). Product: ClC1=CC=C(C=C1)CCSC1=CC=C(C=O)C=C1 (4-[2-(4-Chlorophenyl)ethylthio]benzaldehyde). As a reaction SMILES: [Cl:1][C:2]1[CH:7]=[CH:6][C:5]([CH2:8][CH2:9][SH:10])=[CH:4][CH:3]=1.Br[C:12]1[CH:19]=[CH:18][C:15]([CH:16]=[O:17])=[CH:14][CH:13]=1>>[Cl:1][C:2]1[CH:7]=[CH:6][C:5]([CH2:8][CH2:9][S:10][C:12]2[CH:19]=[CH:18][C:15]([CH:16]=[O:17])=[CH:14][CH:13]=2)=[CH:4][CH:3]=1. Procedure details: Title product was prepared from 2-(4-chlorophenyl)ethyl mercaptan and 4-bromobenzaldehyde according to the method of Preparation 7. Reactants: ClC=1C=C(C(=C(C1)C=1C=NC=2C(CCC2C1)NC(=O)C1(CC1)N)C=1N=NN(N1)C)F (1-Amino-cyclopropanecarboxylic acid{(rac)-3-[5-chloro-3-fluoro-2-(2-methyl-2H-tetrazol-5-yl)-phenyl]-6,7-dihydro-5H-[1]pyrindin-7-yl}-amide), COC1=NOC(=C1)C(=O)O (3-methoxy-isoxazole-5-carboxylic acid). Yields the product ClC=1C=C(C(=C(C1)C=1C=NC=2C(CCC2C1)NC(=O)C1(CC1)NC(=O)C1=CC(=NO1)OC)C=1N=NN(N1)C)F (3-Methoxy-isoxazole-5-carboxylic acid(1-{(rac)-3-[5-chloro-3-fluoro-2-(2-methyl-2H-tetrazol-5-yl)-phenyl]-6,7-dihydro-5H-[1]pyrindin-7-ylcarbamoyl}-cyclopropyl)-amide). RXN SMILES: [Cl:1][C:2]1[CH:3]=[C:4]([F:30])[C:5]([C:24]2[N:25]=[N:26][N:27]([CH3:29])[N:28]=2)=[C:6]([C:8]2[CH:9]=[N:10][C:11]3[CH:12]([NH:17][C:18]([C:20]4([NH2:23])[CH2:22][CH2:21]4)=[O:19])[CH2:13][CH2:14][C:15]=3[CH:16]=2)[CH:7]=1.[CH3:31][O:32][C:33]1[CH:37]=[C:36]([C:38](O)=[O:39])[O:35][N:34]=1>>[Cl:1][C:2]1[CH:3]=[C:4]([F:30])[C:5]([C:24]2[N:25]=[N:26][N:27]([CH3:29])[N:28]=2)=[C:6]([C:8]2[CH:9]=[N:10][C:11]3[CH:12]([NH:17][C:18]([C:20]4([NH:23][C:38]([C:36]5[O:35][N:34]=[C:33]([O:32][CH3:31])[CH:37]=5)=[O:39])[CH2:22][CH2:21]4)=[O:19])[CH2:13][CH2:14][C:15]=3[CH:16]=2)[CH:7]=1. Reported procedure: In analogy to the procedures described for the preparation of intermediate A-1 [B], 1-amino-cyclopropanecarboxylic acid{(rac)-3-[5-chloro-3-fluoro-2-(2-methyl-2H-tetrazol-5-yl)-phenyl]-6,7-dihydro-5H-[1]pyrindin-7-yl}-amide (example 55) was coupled with 3-methoxy-isoxazole-5-carboxylic acid to yield the title compound as light yellow solid. MS: 553.2 (MH+, 1Cl). Starting materials: COC(=O)c1cccc2nc(C(C)(C)C)oc12, Cl, [Li+], C1CCOC1, [OH-], O, O. The product is CC(C)(C)c1nc2cccc(C(=O)O)c2o1. As a reaction SMILES: [C:1]([CH3:2])([CH3:3])([CH3:4])[c:5]1[o:6][c:7]2[c:8]([n:9]1)[cH:10][cH:11][cH:12][c:13]2[C:14](=[O:15])[O:16][CH3:17].[ClH:21].[Li+:20].[O:23]1[CH2:24][CH2:25][CH2:26][CH2:27]1.[OH-:19].[OH2:18].[OH2:22]>>[C:1]([CH3:2])([CH3:3])([CH3:4])[c:5]1[o:6][c:7]2[c:8]([n:9]1)[cH:10][cH:11][cH:12][c:13]2[C:14](=[O:15])[OH:16].